This data is from the Open Reaction Database (ORD), a public repository of structured organic reaction records. The task is: describe an organic reaction: reactants, conditions, products, and yield Starting materials: ClC1=C(C=CC(=C1)O[C@@H](CC)C)F (2-chloro-1-fluoro-4-{[(1R)-1-methylpropyl]oxy}benzene), [F-].[Cs+] (cesium fluoride), C(CCC)[Sn](C=C)(CCCC)CCCC (tributyl (vinyl) tin). Reagents/catalysts: [Pd].C(C)(C)(C)P(C(C)(C)C)C(C)(C)C.C(C)(C)(C)P(C(C)(C)C)C(C)(C)C (bis(tri-t-butylphosphine) palladium(0)). Run in O1CCOCC1 (dioxane). Run at temperature 100 celsius. Yields the product FC1=C(C=C(C=C1)O[C@@H](CC)C)C=C (1-fluoro-4-{[(1R)-1-methylpropyl]oxy}-2-vinylbenzene). As a reaction SMILES: Cl[C:2]1[CH:7]=[C:6]([O:8][C@H:9]([CH3:12])[CH2:10][CH3:11])[CH:5]=[CH:4][C:3]=1[F:13].[F-].[Cs+].[CH2:16]([Sn](CCCC)(CCCC)C=C)[CH2:17]CC>O1CCOCC1.[Pd].C(P(C(C)(C)C)C(C)(C)C)(C)(C)C.C(P(C(C)(C)C)C(C)(C)C)(C)(C)C>[F:13][C:3]1[CH:4]=[CH:5][C:6]([O:8][C@H:9]([CH3:12])[CH2:10][CH3:11])=[CH:7][C:2]=1[CH:16]=[CH2:17] |f:1.2,5.6.7|. Reported procedure: To a solution of 2-chloro-1-fluoro-4-{[(1R)-1-methylpropyl]oxy}benzene (1.75 g, 8.64 mmol) in dioxane (28.8 ml) under argon were added bis(tri-t-butylphosphine) palladium(0) (0.221 g, 0.432 mmol) and cesium fluoride (2.89 g, 19.0 mmol). Argon was bubbled through the reaction for 2 min. To the reaction was added tributyl (vinyl) tin (3.03 ml, 10.4 mmol) and the argon bubbled for another 5 min. The reaction was sealed and heated to 100° C. overnight. The reaction was partitioned between H2O and Et... Reactants: C1(=CC=CC=C1)[SiH2]C1=CC=CC=C1 (diphenylsilane), C1(=CC=CC=C1)[SiH2]C1=CC=CC=C1 (diphenylsilane), CN1C(C2=CC=C(C=C2C[C@H]1C)C(=O)OC)=O (methyl (R)-2,3-dimethyl-1-oxo-1,2,3,4-tetrahydroisoquinoline-6-carboxylate). The reagents and catalysts are [C-]#[O+].C1=CC=C(C=C1)P(C2=CC=CC=C2)C3=CC=CC=C3.C1=CC=C(C=C1)P(C2=CC=CC=C2)C3=CC=CC=C3.C1=CC=C(C=C1)P(C2=CC=CC=C2)C3=CC=CC=C3.[Rh] (carbonylhydridotris(triphenylphosphine)rhodium(I)), [C-]#[O+].C1=CC=C(C=C1)P(C2=CC=CC=C2)C3=CC=CC=C3.C1=CC=C(C=C1)P(C2=CC=CC=C2)C3=CC=CC=C3.C1=CC=C(C=C1)P(C2=CC=CC=C2)C3=CC=CC=C3.[Rh] (carbonylhydridotris(triphenylphosphine)rhodium(I)). The solvent is C1CCOC1 (THF). Reaction conditions: time 2 hour. Yields the product CN1CC2=CC=C(C=C2C[C@H]1C)C(=O)OC (Methyl (R)-2,3-dimethyl-1,2,3,4-tetrahydroisoquinoline-6-carboxylate). RXN SMILES: [CH3:1][N:2]1[C@H:11]([CH3:12])[CH2:10][C:9]2[C:4](=[CH:5][CH:6]=[C:7]([C:13]([O:15][CH3:16])=[O:14])[CH:8]=2)[C:3]1=O.C1([SiH2]C2C=CC=CC=2)C=CC=CC=1>C1COCC1.[C-]#[O+].C1C=CC(P(C2C=CC=CC=2)C2C=CC=CC=2)=CC=1.C1C=CC(P(C2C=CC=CC=2)C2C=CC=CC=2)=CC=1.C1C=CC(P(C2C=CC=CC=2)C2C=CC=CC=2)=CC=1.[Rh]>[CH3:1][N:2]1[C@H:11]([CH3:12])[CH2:10][C:9]2[C:4](=[CH:5][CH:6]=[C:7]([C:13]([O:15][CH3:16])=[O:14])[CH:8]=2)[CH2:3]1 |f:3.4.5.6.7|. Reported procedure: 60 mg (257 μmol) methyl (R)-2,3-dimethyl-1-oxo-1,2,3,4-tetrahydroisoquinoline-6-carboxylate are dissolved in 2 ml THF under an argon atmosphere and at RT combined with 100 μl (542 μmol) diphenylsilane. Then 20 mg (21 μmol) carbonylhydridotris(triphenylphosphine)rhodium(I) are added and the mixture is stirred for two hours. A further 50 μl diphenylsilane and 10 mg carbonylhydridotris(triphenylphosphine)rhodium(I) are added and the mixture is stirred for a further 2.5 hours. Then the reaction mixt...